Dataset: the Open Reaction Database (ORD), a public repository of structured organic reaction records. Task: describe an organic reaction: reactants, conditions, products, and yield The reactants are OC1=C(C=CC=C1)CC(=O)OC (methyl 2-hydroxyphenylacetate), C([O-])([O-])=O.[K+].[K+] (potassium carbonate), O(C1=CC=CC=C1)CCCCBr (4-phenoxybutyl bromide). Run in CN(C=O)C (dimethylformamide), C(C)OCC (diethyl ether). The product is O(C1=CC=CC=C1)CCCCOC1=C(C=CC=C1)CC(=O)OC (Methyl 2-(4-phenoxybut-1-yloxy)-phenylacetate). Reaction SMILES: [OH:1][C:2]1[CH:7]=[CH:6][CH:5]=[CH:4][C:3]=1[CH2:8][C:9]([O:11][CH3:12])=[O:10].C(=O)([O-])[O-].[K+].[K+].[O:19]([CH2:26][CH2:27][CH2:28][CH2:29]Br)[C:20]1[CH:25]=[CH:24][CH:23]=[CH:22][CH:21]=1>CN(C)C=O.C(OCC)C>[O:19]([CH2:26][CH2:27][CH2:28][CH2:29][O:1][C:2]1[CH:7]=[CH:6][CH:5]=[CH:4][C:3]=1[CH2:8][C:9]([O:11][CH3:12])=[O:10])[C:20]1[CH:25]=[CH:24][CH:23]=[CH:22][CH:21]=1 |f:1.2.3|. Procedure: 28.2 g (0.17 mole) of methyl 2-hydroxyphenylacetate, 25.8 g (0.19 mole) of potassium carbonate and 38.9 g (0.17 mole) of 4-phenoxybutyl bromide in 400 ml of dimethylformamide are stirred for 24 hours at 70° C. Thereafter, the solvent is stripped off and the residue is taken up in diethyl ether. The solution is extracted several times with water and saturated sodium carbonate solution and the organic phase is dried over MgSO4. The oil obtained after removal of the solvent is purified by chromatog... Starting materials: NC1=C(C=C(C(=O)OC)C=C1)OCCCCCCCC (Methyl 4-amino-3-octoxybenzoate), C1CO1 (ethylene oxide), C(C)(=O)O (acetic acid). The solvent is O (H2O). Run at time 12 hour. The product is OCCN(C1=C(C=C(C(=O)OC)C=C1)OCCCCCCCC)CCO (methyl 4-bis(2'-hydroxyethyl)amino-3-octoxybenzoate). Yield: 42.0%. As a reaction SMILES: [NH2:1][C:2]1[CH:11]=[CH:10][C:5]([C:6]([O:8][CH3:9])=[O:7])=[CH:4][C:3]=1[O:12][CH2:13][CH2:14][CH2:15][CH2:16][CH2:17][CH2:18][CH2:19][CH3:20].[CH2:21]1[O:23][CH2:22]1.[C:24](O)(=[O:26])[CH3:25]>O>[OH:26][CH2:24][CH2:25][N:1]([CH2:22][CH2:21][OH:23])[C:2]1[CH:11]=[CH:10][C:5]([C:6]([O:8][CH3:9])=[O:7])=[CH:4][C:3]=1[O:12][CH2:13][CH2:14][CH2:15][CH2:16][CH2:17][CH2:18][CH2:19][CH3:20]. Procedure: Methyl 4-amino-3-octoxybenzoate (3.47 g, 12.4 mmol) and ethylene oxide (4.5 g, 198 mol) were dissolved in 100 mL acetic acid to form a reaction mixture. The mixture was stirred at room temperature for 12 hours. It was then diluted with H2O (500 mL), extracted with chloroform/methanol (95/5, 4×100 mL). The organic extract was concentrated to brown oil. Flash chromatographic purification (silica gel, 5% to 10% methanol in chloroform) afforded the intermediate methyl 4-bis(2'-hydroxyethyl)amino-3-o... The reactants are NC[C@@H]1[C@H]2C[C@H]2CN1C(=O)C=1N=C(SC1C1=CC(=CC=C1)Cl)C (((1S,2S,5R)-2-Aminomethyl-3-aza-bicyclo[3.1.0]hex-3-yl)-[5-(3-chloro-phenyl)-2-methyl-thiazol-4-yl]-methanone), O1C=2C(OCC1)=C(SC2)C(=O)O (2,3-Dihydro-thieno[3,4-b][1,4]dioxine-5-carboxylic acid). Yields the product ClC=1C=C(C=CC1)C1=C(N=C(S1)C)C(=O)N1[C@@H]([C@H]2C[C@H]2C1)CNC(=O)C=1SC=C2OCCOC21 (2,3-Dihydro-thieno[3,4-b][1,4]dioxine-5-carboxylic acid{(1S,2S,5R)-3-[5-(3-chloro-phenyl)-2-methyl-thiazole-4-carbonyl]-3-aza-bicyclo[3.1.0]hex-2-ylmethyl}-amide). Reaction SMILES: [NH2:1][CH2:2][C@H:3]1[N:8]([C:9]([C:11]2[N:12]=[C:13]([CH3:23])[S:14][C:15]=2[C:16]2[CH:21]=[CH:20][CH:19]=[C:18]([Cl:22])[CH:17]=2)=[O:10])[CH2:7][C@H:6]2[C@@H:4]1[CH2:5]2.[O:24]1[CH2:29][CH2:28][O:27][C:26]2=[C:30]([C:33](O)=[O:34])[S:31][CH:32]=[C:25]12>>[Cl:22][C:18]1[CH:17]=[C:16]([C:15]2[S:14][C:13]([CH3:23])=[N:12][C:11]=2[C:9]([N:8]2[CH2:7][C@H:6]3[C@H:4]([CH2:5]3)[C@H:3]2[CH2:2][NH:1][C:33]([C:30]2[S:31][CH:32]=[C:25]3[C:26]=2[O:27][CH2:28][CH2:29][O:24]3)=[O:34])=[O:10])[CH:21]=[CH:20][CH:19]=1. Procedure details: prepared by reaction of ((1S,2S,5R)-2-Aminomethyl-3-aza-bicyclo[3.1.0]hex-3-yl)-[5-(3-chloro-phenyl)-2-methyl-thiazol-4-yl]-methanone with 2,3-Dihydro-thieno[3,4-b][1,4]dioxine-5-carboxylic acid. LC-MS (basic): tR=0.86 min; [M+H]+=516.3.